This data is from the Open Reaction Database (ORD), a public repository of structured organic reaction records. The task is: describe an organic reaction: reactants, conditions, products, and yield RXN SMILES: C([O:3][C:4](=[O:21])[CH:5]([NH:18]C=O)/[CH:6]=[C:7](\[CH:15]([CH3:17])[CH3:16])/[CH2:8][P:9]([O:13]C)([O:11]C)=[O:10])C>O>[NH2:18][CH:5](/[CH:6]=[C:7](\[CH:15]([CH3:17])[CH3:16])/[CH2:8][P:9]([OH:13])([OH:11])=[O:10])[C:4]([OH:21])=[O:3]. The product is NC(C(=O)O)\C=C(\CP(=O)(O)O)/C(C)C (E-2-amino-4-isopropyl-5-phosphono-3-pentenoic acid). Starting materials: C(C)OC(C(\C=C(\CP(=O)(OC)OC)/C(C)C)NC=O)=O (E-2-formylamino-4-isopropyl-5-dimethylphosphono-3-pentenoic acid ethyl ester). Procedure: Hydrolysis of E-2-formylamino-4-isopropyl-5-dimethylphosphono-3-pentenoic acid ethyl ester analogously to Example 11 yields E-2-amino-4-isopropyl-5-phosphono-3-pentenoic acid, m.p. 201° (H2O). Run in O (H2O).